Dataset: the Open Reaction Database (ORD), a public repository of structured organic reaction records. Task: describe an organic reaction: reactants, conditions, products, and yield Starting materials: NC=1C=C2C(C(NC2=CC1N)=O)(C)C (5,6-diamino-3,3-dimethylindolin-2-one), C1(CCCCC1)C(=O)O (cyclohexanecarboxylic acid). Yields the product CC1(C(NC2=CC3=C(N=C(N3)C3CCCCC3)C=C21)=O)C (7,7-Dimethyl-2-cyclohexyl-6,7-dihydro-3H,5H-pyrrolo[2,3-f]benzimidazol-6-one). RXN SMILES: [NH2:1][C:2]1[CH:3]=[C:4]2[C:8](=[CH:9][C:10]=1[NH2:11])[NH:7][C:6](=[O:12])[C:5]2([CH3:14])[CH3:13].[CH:15]1([C:21](O)=O)[CH2:20][CH2:19][CH2:18][CH2:17][CH2:16]1>>[CH3:13][C:5]1([CH3:14])[C:4]2[C:8](=[CH:9][C:10]3[NH:11][C:21]([CH:15]4[CH2:20][CH2:19][CH2:18][CH2:17][CH2:16]4)=[N:1][C:2]=3[CH:3]=2)[NH:7][C:6]1=[O:12]. Reported procedure: Analogously to Example 1, from 960 mg. (5.0 mmole) 5,6-diamino-3,3-dimethylindolin-2-one and 640 mg. (5.0 mmole) cyclohexanecarboxylic acid, after 1.5 hours at 240° C., there is obtained 1.37 g. of crude product. 300 mg. thereof are purified over a silica gel column (elution agent: dichloromethane/methanol 9:1 v/v). After removal of the solvent in a vacuum, there is obtained a greenish oil which is crystallised with diethyl ether. There are obtained 192 mg. (53% of theory) of the title compound ... Reactants: CCCCCNCCCCC, Cc1ccccc1, O=C(Cl)Cl, [Na+], [OH-]. Yields the product CCCCCN(CCCCC)C(=O)Cl. As a reaction SMILES: [CH2:1]([CH2:2][CH2:3][CH2:4][CH3:5])[NH:6][CH2:7][CH2:8][CH2:9][CH2:10][CH3:11].[CH3:18][c:19]1[cH:20][cH:21][cH:22][cH:23][cH:24]1.[Cl:14][C:15]([Cl:16])=[O:17].[Na+:13].[OH-:12]>>[CH2:1]([CH2:2][CH2:3][CH2:4][CH3:5])[N:6]([CH2:7][CH2:8][CH2:9][CH2:10][CH3:11])[C:15]([Cl:14])=[O:17].